This data is from the Open Reaction Database (ORD), a public repository of structured organic reaction records. The task is: describe an organic reaction: reactants, conditions, products, and yield Starting materials: ClC1=C(C=C(C(=O)O)C=C1S(N)(=O)=O)[N+](=O)[O-] (4-chloro-3-nitro-5-sulphamyl-benzoic acid), NC1=CC=CC=C1 (aniline), Cl (hydrochloric acid). Solvent: O (water). Reaction conditions: temperature 80 celsius, time 2 hour. Product: N(C1=CC=CC=C1)C1=C(C=C(C(=O)O)C=C1S(N)(=O)=O)[N+](=O)[O-] (4-anilino-3-nitro-5-sulphamyl-benzoic acid). As a reaction SMILES: Cl[C:2]1[C:10]([S:11](=[O:14])(=[O:13])[NH2:12])=[CH:9][C:5]([C:6]([OH:8])=[O:7])=[CH:4][C:3]=1[N+:15]([O-:17])=[O:16].[NH2:18][C:19]1[CH:24]=[CH:23][CH:22]=[CH:21][CH:20]=1.Cl>O>[NH:18]([C:2]1[C:10]([S:11](=[O:14])(=[O:13])[NH2:12])=[CH:9][C:5]([C:6]([OH:8])=[O:7])=[CH:4][C:3]=1[N+:15]([O-:17])=[O:16])[C:19]1[CH:24]=[CH:23][CH:22]=[CH:21][CH:20]=1. Reported procedure: A mixture of 4-chloro-3-nitro-5-sulphamyl-benzoic acid (8.4 g), aniline (8.4 g), and water (40 ml) was stirred at 80°C for 2 hours. After the addition of 1N hydrochloric acid (50 ml) and cooling, the precipitated 4-anilino-3-nitro-5-sulphamyl-benzoic acid was collected by suction, washed with water, and recrystallized from aqueous ethanol. The melting point was 261°-262°C.